From a dataset of the Open Reaction Database (ORD), a public repository of structured organic reaction records. describe an organic reaction: reactants, conditions, products, and yield Yields the product C1(=CCCCCCCCCCC1)OCCC=1N(C(=C(N1)C(C)C)SC1=CC(=CC(=C1)Cl)Cl)C (2-[2-(Cyclododecen-1-yloxyl)ethyl]-5-(3,5-dichlorophenylthio)-4-isopropyl-1-methyl-1H-imidazole). Reported procedure: The compound 22 (345 mg, 1 mmol) was converted to the enol ether with 1-methoxycyclododecene (982 mg, 5 mmol) in the same manner as the example 41 to give the compound 49 (418 mg, 82%). Mp 96-102° C. PMR (CDCl3 -0.1% d5 -Py): δH1.24 (6 H, d, J 7 Hz, (CH3)2C), 3.11 (2 H, t, J 6.2 Hz, CH2 -Im), 3.10 (1 H, m, (CH3)2CH), 3.51 (3 H, s, NCH3), 3.96 (2 H, t, J 6.2 Hz, OCH2), 4.36 (1 H, t, J 7.8 Hz, =CH), 6.80 (2 H, d, J 1.6 Hz, arom-H), 7.10 (1 H, t-like, arom-H). IR(KBr)cm-1 : 3434, 3057, 1702, 1662, ... As a reaction SMILES: [Cl:1][C:2]1[CH:3]=[C:4]([S:9][C:10]2[N:14]([CH3:15])[C:13]([CH2:16][CH2:17][OH:18])=[N:12][C:11]=2[CH:19]([CH3:21])[CH3:20])[CH:5]=[C:6]([Cl:8])[CH:7]=1.CO[C:24]1[CH2:35][CH2:34][CH2:33][CH2:32][CH2:31][CH2:30][CH2:29][CH2:28][CH2:27][CH2:26][CH:25]=1>>[C:24]1([O:18][CH2:17][CH2:16][C:13]2[N:14]([CH3:15])[C:10]([S:9][C:4]3[CH:3]=[C:2]([Cl:1])[CH:7]=[C:6]([Cl:8])[CH:5]=3)=[C:11]([CH:19]([CH3:21])[CH3:20])[N:12]=2)[CH2:35][CH2:34][CH2:33][CH2:32][CH2:31][CH2:30][CH2:29][CH2:28][CH2:27][CH2:26][CH:25]=1. Isolated yield 82.0%. Reactants: ClC=1C=C(C=C(C1)Cl)SC1=C(N=C(N1C)CCO)C(C)C (5-(3,5-dichlorophenylthio)-4-isopropyl-2-(2-hydroxyethyl)-1-methyl-1H-imidazole), enol ether, COC1=CCCCCCCCCCC1 (1-methoxycyclododecene). Starting materials: powder, FC(S(=O)(=O)O[Si](C)(C)C)(F)F (trimethylsilyl trifluoromethanesulfonate), 4A, C(C)(=O)O[C@H]1[C@H](OC(C)=O)[C@@H](OC(C)=O)[C@H](OC(C)=O)[C@H](O1)COC(C)=O (1,2,3,4,6-penta-O-acetyl-β-D-glucopyranose), ( 2 ), N-silyl, C(C)C1=CC=C(C=C1)CC=1C=NNC1 (4-(4-ethylphenylmethyl)pyrazole), C/C(=N\[Si](C)(C)C)/O[Si](C)(C)C (N,O-bis(trimethylsilyl)acetamide). Solvent: ClC(C)Cl (dichloroethane), C(C)#N (acetonitrile). Reaction conditions: temperature 60 celsius. Yields the product C(C)C1=CC=C(C=C1)CC=1C=NN(C1)[C@H]1[C@H](OC(C)=O)[C@@H](OC(C)=O)[C@H](OC(C)=O)[C@H](O1)COC(C)=O (4-(4-ethylphenylmethyl)-1-(2,3,4,6-tetra-O-acetyl-β-D-glucopyranosyl)pyrazole). The yield is 44.4%. Reaction SMILES: [CH2:1]([C:3]1[CH:8]=[CH:7][C:6]([CH2:9][C:10]2[CH:11]=[N:12][NH:13][CH:14]=2)=[CH:5][CH:4]=1)[CH3:2].C/C(/O[Si](C)(C)C)=N\[Si](C)(C)C.C(O[C@@H:31]1[O:48][C@H:47]([CH2:49][O:50][C:51](=[O:53])[CH3:52])[C@@H:42]([O:43][C:44](=[O:46])[CH3:45])[C@H:37]([O:38][C:39](=[O:41])[CH3:40])[C@H:32]1[O:33][C:34](=[O:36])[CH3:35])(=O)C.FC(F)(F)S(O[Si](C)(C)C)(=O)=O>C(#N)C.ClC(Cl)C>[CH2:1]([C:3]1[CH:8]=[CH:7][C:6]([CH2:9][C:10]2[CH:11]=[N:12][N:13]([C@@H:31]3[O:48][C@H:47]([CH2:49][O:50][C:51](=[O:53])[CH3:52])[C@@H:42]([O:43][C:44](=[O:46])[CH3:45])[C@H:37]([O:38][C:39](=[O:41])[CH3:40])[C@H:32]3[O:33][C:34](=[O:36])[CH3:35])[CH:14]=2)=[CH:5][CH:4]=1)[CH3:2]. Procedure details: To a solution of 4-(4-ethylphenylmethyl)pyrazole 36 (495 mg) in acetonitrile (2.0 ml) was added N,O-bis(trimethylsilyl)acetamide (1.05 ml), and the mixture was stirred under heating at 60° C. for 2.5 hours under argon atmosphere. The reaction mixture was cooled to room temperature, and the solvent was evaporated under reduced pressure to give crude 4-(4-ethylphenylmethyl)-1-trimethylsilylpyrazole 37, which was used in the subsequent reaction without further purification. (2) The above N-silyl co... The reactants are C([O-])([O-])=O.[K+].[K+] (potassium carbonate), N1(CCCC1)CCCN1CCNCCC1 (1-(3-pyrrolidinopropyl)-homopiperazine), FC1=C(C=CC=C1)[N+](=O)[O-] (Fluoronitrobenzene). The solvent is O (water). Product: [N+](=O)([O-])C1=CC=C(C=C1)N1CCN(CCC1)CCCN1CCCC1 (1-(4-nitrophenyl)-4-(3-pyrrolidin-1-yl-propyl)-[1,4]diazepane). Yield: 95.5%. Reaction SMILES: F[C:2]1[CH:7]=[CH:6][CH:5]=[CH:4][C:3]=1[N+:8]([O-:10])=[O:9].C(=O)([O-])[O-].[K+].[K+].[N:17]1([CH2:22][CH2:23][CH2:24][N:25]2[CH2:31][CH2:30][CH2:29][NH:28][CH2:27][CH2:26]2)[CH2:21][CH2:20][CH2:19][CH2:18]1>O>[N+:8]([C:3]1[CH:4]=[CH:5][C:6]([N:28]2[CH2:29][CH2:30][CH2:31][N:25]([CH2:24][CH2:23][CH2:22][N:17]3[CH2:18][CH2:19][CH2:20][CH2:21]3)[CH2:26][CH2:27]2)=[CH:7][CH:2]=1)([O-:10])=[O:9] |f:1.2.3|. Procedure details: Fluoronitrobenzene (5.56 g, 39.43 mmol) is dissolved in water, and then potassium carbonate (6.55 g, 47.31 mmol) and 1-(3-pyrrolidinopropyl)-homopiperazine (10 g, 47.31 mmol) are added. The medium is heated at 85° for 4 hours and then cooled to room temperature. The medium is filtered and a yellow solid is recovered after drying in a vacuum oven at 45° C. (12.5 g, yield=95.5%). The reactants are ClC=1N=C(C2=C(N1)C=C(S2)CN2CCN(CC2)S(=O)(=O)C)N2CCOCC2 (2-Chloro-6-((4-methylsulfonylpiperazin-1-yl)methyl)-4-morpholinothieno[3,2-d]pyrimidine), CC1(OB(OC1(C)C)C=1C=NC(=NC1)N)C (5-(4,4,5,5-tetramethyl-1,3,2-dioxaborolan-2-yl)pyrimidin-2-amine). Product: O1CCN(CC1)C=1C2=C(N=C(N1)C=1C=NC(=NC1)N)C=C(S2)CN2CCN(CC2)S(=O)(=O)C (5-(4-morpholino-6-((4-N-methylsulfonylpiperazin-1-yl)methyl)thieno[3,2-d]pyrimidin-2-yl)pyrimidin-2-amine). As a reaction SMILES: Cl[C:2]1[N:3]=[C:4]([N:22]2[CH2:27][CH2:26][O:25][CH2:24][CH2:23]2)[C:5]2[S:10][C:9]([CH2:11][N:12]3[CH2:17][CH2:16][N:15]([S:18]([CH3:21])(=[O:20])=[O:19])[CH2:14][CH2:13]3)=[CH:8][C:6]=2[N:7]=1.CC1(C)C(C)(C)OB([C:36]2[CH:37]=[N:38][C:39]([NH2:42])=[N:40][CH:41]=2)O1>>[O:25]1[CH2:26][CH2:27][N:22]([C:4]2[C:5]3[S:10][C:9]([CH2:11][N:12]4[CH2:17][CH2:16][N:15]([S:18]([CH3:21])(=[O:20])=[O:19])[CH2:14][CH2:13]4)=[CH:8][C:6]=3[N:7]=[C:2]([C:36]3[CH:37]=[N:38][C:39]([NH2:42])=[N:40][CH:41]=3)[N:3]=2)[CH2:23][CH2:24]1. Procedure details: 2-Chloro-6-((4-methylsulfonylpiperazin-1-yl)methyl)-4-morpholinothieno[3,2-d]pyrimidine was reacted with 5-(4,4,5,5-tetramethyl-1,3,2-dioxaborolan-2-yl)pyrimidin-2-amine via General Procedure B to give, after purification by reverse HPLC, 10 mg of 221. MS (Q1) 491 (M+).